Dataset: the Open Reaction Database (ORD), a public repository of structured organic reaction records. Task: describe an organic reaction: reactants, conditions, products, and yield Starting materials: ClC1=CC=C(C=C1)C1=CC(=C(S1)C(=O)OC)/N=C/N(C)C (methyl 5-(4-chlorophenyl)-3-{[(1E)-(dimethylamino)methylene]amino}thiophene-2-carboxylate), CN1C(CN(CC1)C)COC=1C=C(C=CC1)CN (1-{3-[(1,4-dimethylpiperazin-2-yl)methoxy]phenyl}methanamine). The solvent is CO (MeOH). The product is ClC1=CC=C(C=C1)C1=CC=2N=CN(C(C2S1)=O)CC1=CC(=CC=C1)OCC1N(CCN(C1)C)C (6-(4-Chlorophenyl)-3-{3-[(1,4-dimethylpiperazin-2-yl)methoxy]benzyl}thieno[3,2-d]pyrimidin-4(3H)-one). RXN SMILES: [Cl:1][C:2]1[CH:7]=[CH:6][C:5]([C:8]2[S:12][C:11]([C:13]([O:15]C)=O)=[C:10](/[N:17]=[CH:18]/[N:19]([CH3:21])C)[CH:9]=2)=[CH:4][CH:3]=1.[CH3:22][N:23]1[CH2:28][CH2:27][N:26]([CH3:29])[CH2:25][CH:24]1[CH2:30][O:31][C:32]1[CH:33]=[C:34](CN)[CH:35]=[CH:36][CH:37]=1>CO>[Cl:1][C:2]1[CH:3]=[CH:4][C:5]([C:8]2[S:12][C:11]3[C:13](=[O:15])[N:19]([CH2:21][C:36]4[CH:35]=[CH:34][CH:33]=[C:32]([O:31][CH2:30][CH:24]5[CH2:25][N:26]([CH3:29])[CH2:27][CH2:28][N:23]5[CH3:22])[CH:37]=4)[CH:18]=[N:17][C:10]=3[CH:9]=2)=[CH:6][CH:7]=1. Procedure: The title compound was synthesized according to Example 13c from methyl 5-(4-chlorophenyl)-3-{[(1E)-(dimethylamino)methylene]amino}thiophene-2-carboxylate (0.427 g, 1.32 mmol) and 1-{3-[(1,4-dimethylpiperazin-2-yl)methoxy]phenyl}methanamine (0.300 g, 1.20 mmol) in MeOH (2 mL), the crude product was purified by flash chromatography using EtOAc:MeOH:TEA (100:10:1) to give the title compound. Yield: 0.315 g (48%). 1H NMR (400 MHz, CDCl3) δ 8.07 (s, 1H), 7.58-7.62 (m, 2H), 7.38-7.42 (m, 2H), 7.45 (s... The reactants are BrC1=CC=C(C=2C1=NN(N2)C2=CC=NC=C2)C2=CC=1C(C3=CC(=CC=C3C1C=C2)C2=CC=C(C1=NN(N=C12)C1=CC=NC=C1)Br)(CCCCCC)CCCCCC (2,7-bis(7-bromo-2-(pyridin-4-yl)-2H-benzo[d][1,2,3]triazol-4-yl)-9,9-dihexylfluorene), S1C2=C(C=C1B(O)O)C=CC=C2 (benzo[b]thiophen-2-ylboronic acid), C([O-])([O-])=O.[Na+].[Na+] (sodium carbonate), [OH-].[Na+] (NaOH). The reagents and catalysts are C=1C=CC(=CC1)[P](C=2C=CC=CC2)(C=3C=CC=CC3)[Pd]([P](C=4C=CC=CC4)(C=5C=CC=CC5)C=6C=CC=CC6)([P](C=7C=CC=CC7)(C=8C=CC=CC8)C=9C=CC=CC9)[P](C=1C=CC=CC1)(C=1C=CC=CC1)C=1C=CC=CC1 (tetrakis(triphenylphosphine)palladium). Solvent: O (water), C1(=CC=CC=C1)C (toluene), C(CCC)O (n-butanol), O (water). Conditions: time 1 hour. The product is S1C2=C(C=C1C1=CC=C(C=3C1=NN(N3)C3=CC=NC=C3)C3=CC=1C(C4=CC(=CC=C4C1C=C3)C3=CC=C(C1=NN(N=C13)C1=CC=NC=C1)C1=CC3=C(S1)C=CC=C3)(CCCCCC)CCCCCC)C=CC=C2 (2,7-bis(7-(benzo[b]thiophen-2-yl)-2-(pyridin-4-yl)-2H-benzo[d][1,2,3]triazol-4-yl)-9,9-dihexyl-9H-fluorene). RXN SMILES: Br[C:2]1[C:7]2=[N:8][N:9]([C:11]3[CH:16]=[CH:15][N:14]=[CH:13][CH:12]=3)[N:10]=[C:6]2[C:5]([C:17]2[CH:29]=[CH:28][C:27]3[C:26]4[C:21](=[CH:22][C:23]([C:30]5[C:38]6[C:34](=[N:35][N:36]([C:39]7[CH:44]=[CH:43][N:42]=[CH:41][CH:40]=7)[N:37]=6)[C:33](Br)=[CH:32][CH:31]=5)=[CH:24][CH:25]=4)[C:20]([CH2:52][CH2:53][CH2:54][CH2:55][CH2:56][CH3:57])([CH2:46][CH2:47][CH2:48][CH2:49][CH2:50][CH3:51])[C:19]=3[CH:18]=2)=[CH:4][CH:3]=1.[S:58]1[C:62](B(O)O)=[CH:61][C:60]2[CH:66]=[CH:67][CH:68]=[CH:69][C:59]1=2.C(=O)([O-])[O-].[Na+].[Na+].[OH-].[Na+]>O.C1C=CC([P]([Pd]([P](C2C=CC=CC=2)(C2C=CC=CC=2)C2C=CC=CC=2)([P](C2C=CC=CC=2)(C2C=CC=CC=2)C2C=CC=CC=2)[P](C2C=CC=CC=2)(C2C=CC=CC=2)C2C=CC=CC=2)(C2C=CC=CC=2)C2C=CC=CC=2)=CC=1.C1(C)C=CC=CC=1.C(O)CCC>[S:58]1[C:62]([C:33]2[C:34]3=[N:35][N:36]([C:39]4[CH:44]=[CH:43][N:42]=[CH:41][CH:40]=4)[N:37]=[C:38]3[C:30]([C:23]3[CH:24]=[CH:25][C:26]4[C:27]5[C:19](=[CH:18][C:17]([C:5]6[C:6]7[C:7](=[N:8][N:9]([C:11]8[CH:12]=[CH:13][N:14]=[CH:15][CH:16]=8)[N:10]=7)[C:2]([C:62]7[S:58][C:59]8[CH:69]=[CH:68][CH:67]=[CH:66][C:60]=8[CH:61]=7)=[CH:3][CH:4]=6)=[CH:29][CH:28]=5)[C:20]([CH2:52][CH2:53][CH2:54][CH2:55][CH2:56][CH3:57])([CH2:46][CH2:47][CH2:48][CH2:49][CH2:50][CH3:51])[C:21]=4[CH:22]=3)=[CH:31][CH:32]=2)=[CH:61][C:60]2[CH:66]=[CH:67][CH:68]=[CH:69][C:59]1=2 |f:2.3.4,5.6,^1:82,84,103,122|. Procedure details: A mixture of Intermediate E (90%, 488 mg, 0.50 mmol),), benzo[b]thiophen-2-ylboronic acid (356 mg, 2.00 mmol), sodium carbonate (530 mg, 5 mmol) in water (4 mL), tetrakis(triphenylphosphine)palladium (0) (240 mg, 0.20 mmol), n-butanol (15 mL), and toluene (15 mL) was heated under argon at 110° C. for 24 hours. The reaction mixture was poured into water (200 mL), treated with 5N NaOH (25 mL), stirred for 1 hour, and extracted with dichloromethane (3×200 mL). The volatiles were removed under reduc... Starting materials: COC(=O)CCCCCOc1cc2c(cc1N)nc(-c1ccc(F)cc1)n2-c1ccc(OC)cc1, [Cl-], O=S(=O)(O)c1ccc(Cl)cc1. The product is COC(=O)CCCCCOc1cc2c(cc1NS(=O)(=O)c1ccc(Cl)cc1)nc(-c1ccc(F)cc1)n2-c1ccc(OC)cc1. RXN SMILES: [CH3:1][O:2][C:3]([CH2:4][CH2:5][CH2:6][CH2:7][CH2:8][O:9][c:10]1[c:11]([NH2:34])[cH:12][c:13]2[c:14]([n:15](-[c:25]3[cH:26][cH:27][c:28]([O:31][CH3:32])[cH:29][cH:30]3)[c:16](-[c:18]3[cH:19][cH:20][c:21]([F:24])[cH:22][cH:23]3)[n:17]2)[cH:33]1)=[O:35].[Cl-:36].[Cl:37][c:38]1[cH:39][cH:40][c:41]([S:44](=[O:45])(=[O:46])[OH:47])[cH:42][cH:43]1>>[CH3:1][O:2][C:3]([CH2:4][CH2:5][CH2:6][CH2:7][CH2:8][O:9][c:10]1[c:11]([NH:34][S:44]([c:41]2[cH:40][cH:39][c:38]([Cl:37])[cH:43][cH:42]2)(=[O:45])=[O:46])[cH:12][c:13]2[c:14]([n:15](-[c:25]3[cH:26][cH:27][c:28]([O:31][CH3:32])[cH:29][cH:30]3)[c:16](-[c:18]3[cH:19][cH:20][c:21]([F:24])[cH:22][cH:23]3)[n:17]2)[cH:33]1)=[O:35]. Run at temperature 20 celsius, time 5 hour. Reported procedure: 32.22 g (0.1 mole) of 3,3',4,4'-benzophenonetetracarboxylic acid dianhydride was dissolved in 240 g of N-methyl-2-pyrrolidone in a four-necked separable flask provided with a thermometer, a stirrer, a raw material inlet and a dry nitrogen gas-introducing tube. Thereto were added 10.63 g (0.06 mole) of 2,6-diamino-4-trifluoromethylpyridine and 4.88 g (0.04 mole) of 2,4-diaminotoluene. The system was stirred for 5 hours at 20° C. to complete the reaction. During the period, dry nitrogen was contin... Product: CC1(CC(C2=C1C=C(C=C2)N)(C)C3=CC=C(C=C3)N)C.C1=CC2=C(C=C1C(=O)C3=CC4=C(C=C3)C(=O)OC4=O)C(=O)OC2=O (polyimide resin). The reactants are polyimide, C1(=CC=CC=C1)C (toluene), C1=CC2=C(C=C1C(=O)C3=CC4=C(C=C3)C(=O)OC4=O)C(=O)OC2=O (3,3',4,4'-benzophenonetetracarboxylic acid dianhydride), CN1C(CCC1)=O (N-methyl-2-pyrrolidone), NC1=NC(=CC(=C1)C(F)(F)F)N (2,6-diamino-4-trifluoromethylpyridine), NC1=C(C=CC(=C1)N)C (2,4-diaminotoluene), raw material. Run in O (water). RXN SMILES: [CH:1]1[C:6]([C:7]([C:9]2[CH:14]=[CH:13][C:12]3[C:15]([O:17][C:18](=[O:19])[C:11]=3[CH:10]=2)=[O:16])=[O:8])=[CH:5][C:4]2[C:20]([O:22][C:23](=[O:24])[C:3]=2[CH:2]=1)=[O:21].[NH2:25]C1C=C(C(F)(F)F)C=C(N)N=1.N[C:38]1C=[C:42](N)[CH:41]=[CH:40][C:39]=1[CH3:45].[C:46]1([CH3:52])C=CC=CC=1.C[N:54]1[CH2:58][CH2:57][CH2:56][C:55]1=O>O>[CH3:45][C:39]1([CH3:38])[C:56]2[CH:57]=[C:58]([NH2:54])[CH:46]=[CH:52][C:55]=2[C:41]([C:6]2[CH:1]=[CH:2][C:3]([NH2:25])=[CH:4][CH:5]=2)([CH3:42])[CH2:40]1.[CH:1]1[C:6]([C:7]([C:9]2[CH:14]=[CH:13][C:12]3[C:15]([O:17][C:18](=[O:19])[C:11]=3[CH:10]=2)=[O:16])=[O:8])=[CH:5][C:4]2[C:20]([O:22][C:23](=[O:24])[C:3]=2[CH:2]=1)=[O:21] |f:6.7|. Starting materials: COc1ccc2nccc(N3CCC(N(CCNC(=O)C(F)(F)F)C(=O)OC(C)(C)C)C3)c2n1, CO, [K+], [K+], O=C([O-])[O-], O. Yields the product COc1ccc2nccc(N3CCC(N(CCN)C(=O)OC(C)(C)C)C3)c2n1. As a reaction SMILES: [CH3:1][O:2][c:3]1[n:4][c:5]2[c:6]([N:13]3[CH2:14][CH:15]([N:18]([C:19]([O:20][C:21]([CH3:22])([CH3:23])[CH3:24])=[O:25])[CH2:26][CH2:27][NH:28][C:29](=[O:30])[C:31]([F:32])([F:33])[F:34])[CH2:16][CH2:17]3)[cH:7][cH:8][n:9][c:10]2[cH:11][cH:12]1.[CH3:41][OH:42].[K+:35].[K+:36].[O-:37][C:38]([O-:39])=[O:40].[OH2:43]>>[CH3:1][O:2][c:3]1[n:4][c:5]2[c:6]([N:13]3[CH2:14][CH:15]([N:18]([C:19]([O:20][C:21]([CH3:22])([CH3:23])[CH3:24])=[O:25])[CH2:26][CH2:27][NH2:28])[CH2:16][CH2:17]3)[cH:7][cH:8][n:9][c:10]2[cH:11][cH:12]1. Starting materials: OC(C)(C)C=1N=C(N(C1C(=O)OC(C)C)CC1=CC=C(C=C1)C1=C(C=CC=C1)C1=NN=NN1C(C1=CC=CC=C1)(C1=CC=CC=C1)C1=CC=CC=C1)COC(C)C (isopropyl 4-(1-hydroxy-1-methylethyl)-2-isopropoxymethyl-1-{4-[2-(trityltetrazol-5-yl)phenyl]phenyl}methylimidazole-5-carboxylate), C(C)(=O)O (acetic acid), C(C1=CC=CC=C1)(C1=CC=CC=C1)(C1=CC=CC=C1)O (trityl alcohol). Solvent: O (water). Product: OC(C)(C)C=1N=C(N(C1C(=O)OC(C)C)CC1=CC=C(C=C1)C1=C(C=CC=C1)C1=NN=NN1)COC(C)C (Isopropyl 4-(1-hydroxy-1-methylethyl)-2-isopropoxymethyl-1-{4-[2-(tetrazol-5-yl)phenyl]phenyl}methylimidazole-5-carboxylate). The yield is 95.9%. RXN SMILES: [OH:1][C:2]([C:5]1[N:6]=[C:7]([CH2:53][O:54][CH:55]([CH3:57])[CH3:56])[N:8]([CH2:16][C:17]2[CH:22]=[CH:21][C:20]([C:23]3[CH:28]=[CH:27][CH:26]=[CH:25][C:24]=3[C:29]3[N:33](C(C4C=CC=CC=4)(C4C=CC=CC=4)C4C=CC=CC=4)[N:32]=[N:31][N:30]=3)=[CH:19][CH:18]=2)[C:9]=1[C:10]([O:12][CH:13]([CH3:15])[CH3:14])=[O:11])([CH3:4])[CH3:3].C(O)(=O)C.C(O)(C1C=CC=CC=1)(C1C=CC=CC=1)C1C=CC=CC=1>O>[OH:1][C:2]([C:5]1[N:6]=[C:7]([CH2:53][O:54][CH:55]([CH3:57])[CH3:56])[N:8]([CH2:16][C:17]2[CH:22]=[CH:21][C:20]([C:23]3[CH:28]=[CH:27][CH:26]=[CH:25][C:24]=3[C:29]3[NH:33][N:32]=[N:31][N:30]=3)=[CH:19][CH:18]=2)[C:9]=1[C:10]([O:12][CH:13]([CH3:15])[CH3:14])=[O:11])([CH3:4])[CH3:3]. Procedure: A solution of 609 mg of isopropyl 4-(1-hydroxy-1-methylethyl)-2-isopropoxymethyl-1-{4-[2-(trityltetrazol-5-yl)phenyl]phenyl}methylimidazole-5-carboxylate [prepared as described in step (a) above] in 10 ml of a 25% v/v aqueous solution of acetic acid was stirred at 60° C. for 2.5 hours. 10 ml of water were then added, after which the mixture was cooled with ice. The trityl alcohol which appeared as crystals was filtered off. The filtrate was concentrated by distillation under reduced pressure, an...